Dataset: the Open Reaction Database (ORD), a public repository of structured organic reaction records. Task: describe an organic reaction: reactants, conditions, products, and yield The reactants are CC(=O)NC(C)C(=O)NC(C)C(=O)N1CCCC1C(=O)O, CCOC(=O)C(C)NC(=O)N(C)N, CN1CCOCC1, CC(C)COC(=O)Cl, C1CCOC1. Yields the product CCOC(=O)C(C)NC(=O)N(C)NC(=O)C1CCCN1C(=O)C(C)NC(=O)C(C)NC(C)=O. Reaction SMILES: [C:1]([CH3:2])(=[O:3])[NH:4][CH:5]([CH3:6])[C:7](=[O:8])[NH:9][CH:10]([CH3:11])[C:12](=[O:13])[N:14]1[CH:15]([C:16](=[O:17])[OH:18])[CH2:19][CH2:20][CH2:21]1.[CH2:37]([CH3:38])[O:39][C:40]([CH:41]([NH:42][C:43]([N:44]([NH2:45])[CH3:46])=[O:47])[CH3:48])=[O:49].[CH3:22][N:23]1[CH2:24][CH2:25][O:26][CH2:27][CH2:28]1.[Cl:29][C:30]([O:31][CH2:32][CH:33]([CH3:34])[CH3:35])=[O:36].[O:50]1[CH2:51][CH2:52][CH2:53][CH2:54]1>>[C:1]([CH3:2])(=[O:3])[NH:4][CH:5]([CH3:6])[C:7](=[O:8])[NH:9][CH:10]([CH3:11])[C:12](=[O:13])[N:14]1[CH:15]([C:16](=[O:18])[NH:45][N:44]([C:43]([NH:42][CH:41]([C:40]([O:39][CH2:37][CH3:38])=[O:49])[CH3:48])=[O:47])[CH3:46])[CH2:19][CH2:20][CH2:21]1. Reactants: ClC=1N=CN(C1)C1=C(C=C(C=C1)NC=1N=C(C2=C(N1)C(CC2)C2=CC=C(C=C2)F)N(C)C)OC (N2-(4-(4-chloro-1H-imidazol-1-yl)-3-methoxyphenyl)-7-(4-fluorophenyl)-N4,N4-dimethyl-6,7-dihydro-5H-cyclopenta[d]pyrimidine-2,4-diamine), 46B. The solvent is CO (methanol), C(=O)=O (CO2), CO (methanol). The product is ClC=1N=CN(C1)C1=C(C=C(C=C1)NC=1N=C(C2=C(N1)[C@H](CC2)C2=CC=C(C=C2)F)N(C)C)OC ((R)—N2-(4-(4-Chloro-1H-imidazol-1-yl)-3-methoxyphenyl)-7-(4-fluorophenyl)-N4,N4-dimethyl-6,7-dihydro-5H-cyclopenta[d]pyrimidine-2,4-diamine). Reaction SMILES: [Cl:1][C:2]1[N:3]=[CH:4][N:5]([C:7]2[CH:12]=[CH:11][C:10]([NH:13][C:14]3[N:15]=[C:16]([N:30]([CH3:32])[CH3:31])[C:17]4[CH2:22][CH2:21][CH:20]([C:23]5[CH:28]=[CH:27][C:26]([F:29])=[CH:25][CH:24]=5)[C:18]=4[N:19]=3)=[CH:9][C:8]=2[O:33][CH3:34])[CH:6]=1>C(=O)=O.CO>[Cl:1][C:2]1[N:3]=[CH:4][N:5]([C:7]2[CH:12]=[CH:11][C:10]([NH:13][C:14]3[N:15]=[C:16]([N:30]([CH3:31])[CH3:32])[C:17]4[CH2:22][CH2:21][C@H:20]([C:23]5[CH:28]=[CH:27][C:26]([F:29])=[CH:25][CH:24]=5)[C:18]=4[N:19]=3)=[CH:9][C:8]=2[O:33][CH3:34])[CH:6]=1. Procedure: A racemic mixture of N2-(4-(4-chloro-1H-imidazol-1-yl)-3-methoxyphenyl)-7-(4-fluorophenyl)-N4,N4-dimethyl-6,7-dihydro-5H-cyclopenta[d]pyrimidine-2,4-diamine (Example 46) was purified using chiral SFC to afford peak A (Example 46A) and peak B (Example 46B). SFC Method: Chiralpak OJ-H (4.6×250 mm, 5 μM), 35% methanol (0.1% diethylamine) in CO2, 35° C., flow rate 2.0 mL/min for 14 min, absorbance 268 nm, injection 5 μL of 2 mg/mL solution in methanol (multiple stacked injections), tR (peak A)=4.3 m... Reactants: C(C)(C)(C)[Si](C#CC1=C(C=C(C=C1)C)[N+](=O)[O-])(C)C (tert-butyl-dimethyl-(4-methyl-2-nitro-phenylethynyl)-silane), [OH-].[Na+] (NaOH). Run in CCOC(=O)C (EtOAc), C(=O)([O-])[O-].[Na+].[Na+] (Na2CO3), CO (MeOH). Conditions: time 1 hour. The product is C(#C)C1=C(C=C(C=C1)C)[N+](=O)[O-] (1-Ethynyl-4-methyl-2-nitro-benzene). Reaction SMILES: C([Si](C)(C)[C:6]#[C:7][C:8]1[CH:13]=[CH:12][C:11]([CH3:14])=[CH:10][C:9]=1[N+:15]([O-:17])=[O:16])(C)(C)C.[OH-].[Na+]>CO.CCOC(C)=O.C([O-])([O-])=O.[Na+].[Na+]>[C:7]([C:8]1[CH:13]=[CH:12][C:11]([CH3:14])=[CH:10][C:9]=1[N+:15]([O-:17])=[O:16])#[CH:6] |f:1.2,5.6.7|. Reported procedure: To a stirred solution of tert-butyl-dimethyl-(4-methyl-2-nitro-phenylethynyl)-silane (3.5 g, 15 mmol) in MeOH (20 mL) was added NaOH (1.8 g, 45 mmol, in 5 mL of H2O). After stirring for 1 hour, the reaction was diluted with EtOAc (150 mL) and 10% Na2CO3 (150 mL). The layers were separated and the aqueous layer was extracted with EtOAc (1 by 75 mL) The organic layers were combined, dried over MgSO4, filtered, and dried under reduced pressure to yield 1.40 g (58% over two steps) of a brown solid. Starting materials: CN, CN(C)c1ccc(N(C)c2nc(Cl)nc3ccccc23)cc1. The product is CNc1nc(N(C)c2ccc(N(C)C)cc2)c2ccccc2n1. Reaction SMILES: [CH3:23][NH2:24].[Cl:1][c:2]1[n:3][c:4]2[cH:5][cH:6][cH:7][cH:8][c:9]2[c:10]([N:12]([CH3:13])[c:14]2[cH:15][cH:16][c:17]([N:20]([CH3:21])[CH3:22])[cH:18][cH:19]2)[n:11]1>>[c:2]1([NH:24][CH3:23])[n:3][c:4]2[cH:5][cH:6][cH:7][cH:8][c:9]2[c:10]([N:12]([CH3:13])[c:14]2[cH:15][cH:16][c:17]([N:20]([CH3:21])[CH3:22])[cH:18][cH:19]2)[n:11]1. Yields the product CC(C)(C)OC(=O)N1CCC(C=O)C1. Reaction SMILES: [Br-:16].[C:17](=[O:18])([OH:19])[O-:20].[C:1]([CH3:2])([CH3:3])([CH3:4])[O:5][C:6](=[O:7])[N:8]1[CH2:9][CH:10]([CH2:13][OH:14])[CH2:11][CH2:12]1.[Cl:22][O-:23].[Cl:25][CH2:26][Cl:27].[K+:15].[Na+:21].[Na+:24].[OH2:28]>>[C:1]([CH3:2])([CH3:3])([CH3:4])[O:5][C:6](=[O:7])[N:8]1[CH2:9][CH:10]([CH:13]=[O:14])[CH2:11][CH2:12]1. The reactants are [Br-], O=C([O-])O, CC(C)(C)OC(=O)N1CCC(CO)C1, [O-]Cl, ClCCl, [K+], [Na+], [Na+], O.